From a dataset of the Open Reaction Database (ORD), a public repository of structured organic reaction records. describe an organic reaction: reactants, conditions, products, and yield Starting materials: C(C#C)(=O)OCC (ethyl propiolate), NC1=C(CCC2N(CCCC2)C)C=CC=C1 (2-(o-aminophenethyl)-1-methylpiperidine). Yields the product CN1C(CCCC1)CCC1=C(NC(C#CC2=CC=CC=C2)=O)C=CC=C1 (2'-[2-(1-methyl-2-piperidyl)ethyl]phenylpropiolanilide). Reaction SMILES: [C:1]([O:5]CC)(=O)[C:2]#[CH:3].[NH2:8][C:9]1[CH:23]=[CH:22][CH:21]=[CH:20][C:10]=1[CH2:11][CH2:12][CH:13]1[CH2:18][CH2:17][CH2:16][CH2:15][N:14]1[CH3:19]>>[CH3:19][N:14]1[CH2:15][CH2:16][CH2:17][CH2:18][CH:13]1[CH2:12][CH2:11][C:10]1[CH:20]=[CH:21][CH:22]=[CH:23][C:9]=1[NH:8][C:1](=[O:5])[C:2]#[C:3][C:9]1[CH:23]=[CH:22][CH:21]=[CH:20][CH:10]=1. Procedure details: Reaction of ethyl propiolate with 2-(o-aminophenethyl)-1-methylpiperidine according to the procedure of Example 115 affords 2'-[2-(1-methyl-2-piperidyl)ethyl]phenylpropiolanilide, m.p. 104.5°-106.5°C. (corr.), from ethyl acetate. Reactants: C(CCCC)C1=CC(=C(C(=C1)F)C=1C=NC(=NC1)Cl)F (5-(4-pentyl-2,6-difluorophenyl)-2-chloropyrimidine), FC=1C=C(C=C(C1)F)B(O)O (3,5-difluorophenylboronic acid), C1(=CC=CC=C1)C (toluene), C([O-])([O-])=O.[Na+].[Na+] (sodium carbonate). Reagents/catalysts: C1=CC=C(C=C1)P(C2=CC=CC=C2)C3=CC=CC=C3.C1=CC=C(C=C1)P(C2=CC=CC=C2)C3=CC=CC=C3.C1=CC=C(C=C1)P(C2=CC=CC=C2)C3=CC=CC=C3.C1=CC=C(C=C1)P(C2=CC=CC=C2)C3=CC=CC=C3.[Pd] (tetrakis[triphenylphosphine]palladium(0)). Solvent: C(C)O (ethanol). Product: C(CCCC)C1=CC(=C(C(=C1)F)C=1C=NC(=NC1)C1=CC(=CC(=C1)F)F)F (5-(4-pentyl-2,6-difluorophenyl)-2-(3,5-difluorophenyl)pyrimidine). Reaction SMILES: [CH2:1]([C:6]1[CH:11]=[C:10]([F:12])[C:9]([C:13]2[CH:14]=[N:15][C:16](Cl)=[N:17][CH:18]=2)=[C:8]([F:20])[CH:7]=1)[CH2:2][CH2:3][CH2:4][CH3:5].[F:21][C:22]1[CH:23]=[C:24](B(O)O)[CH:25]=[C:26]([F:28])[CH:27]=1.C1(C)C=CC=CC=1.C(=O)([O-])[O-].[Na+].[Na+]>C1C=CC(P(C2C=CC=CC=2)C2C=CC=CC=2)=CC=1.C1C=CC(P(C2C=CC=CC=2)C2C=CC=CC=2)=CC=1.C1C=CC(P(C2C=CC=CC=2)C2C=CC=CC=2)=CC=1.C1C=CC(P(C2C=CC=CC=2)C2C=CC=CC=2)=CC=1.[Pd].C(O)C>[CH2:1]([C:6]1[CH:11]=[C:10]([F:12])[C:9]([C:13]2[CH:14]=[N:15][C:16]([C:24]3[CH:23]=[C:22]([F:21])[CH:27]=[C:26]([F:28])[CH:25]=3)=[N:17][CH:18]=2)=[C:8]([F:20])[CH:7]=1)[CH2:2][CH2:3][CH2:4][CH3:5] |f:3.4.5,6.7.8.9.10|. Procedure: A mixture of 77 mmol of 1A, 92 mmol of 3,5-difluorophenylboronic acid (prepared from 3,5-difluorobromobenzene by reaction with magnesium and trimethyl borate), 200 ml of toluene, 92 ml of ethanol, 2.4 g of tetrakis[triphenylphosphine]palladium(0) and 125 ml of a 2 molar aqueous sodium carbonate solution is heated at the boil for 16 hours. Customary work-up gives the product, which can be processed further without purification. Starting materials: [PH3]=O (phosphine oxide), solution, C1(=CC=CC=C1)[Li] (phenyl lithium), CC(C)O.CCCCCC (2-propanol hexane), 9, C(C)(=O)OCC (ethyl acetate). The solvent is C1CCOC1 (THF), C1CCOC1 (THF), C1CCOC1 (THF). Reaction conditions: temperature -78 celsius, time 20 minute. Product: [PH3]=O (phosphine oxide), C1(=CC=CC=C1)P(C1=CC=CC=C1)=O (diphenylphosphine oxide). Isolated yield 64.0%. RXN SMILES: [PH3:1]=[O:2].[C:3]1([Li])[CH:8]=[CH:7][CH:6]=[CH:5][CH:4]=1.C(OCC)(=O)C.CC(O)C.[CH3:20][CH2:21][CH2:22][CH2:23][CH2:24][CH3:25]>C1COCC1>[PH3:1]=[O:2].[C:3]1([PH:1](=[O:2])[C:22]2[CH:21]=[CH:20][CH:25]=[CH:24][CH:23]=2)[CH:8]=[CH:7][CH:6]=[CH:5][CH:4]=1 |f:3.4|. Reported procedure: To a stirred solution of phosphine oxide 10 (45 mg, 77 μmol) in anhydrous THF (600 μl) a 1.5 M solution of phenyl lithium in THF (75 μl, 105 μmol) was added at −20° C. under argon. The mixture was stirred for 20 min. and then cooled to −78° C. A precooled solution of 9 (6 mg, 33 μmol) in anhydrous THF (200 μl) was added via cannula and the reaction mixture was stirred for 3 h at −78° C. After that the reaction mixture was stirred at 4° C. overnight. Then ethyl acetate was added and organic phase... The reactants are O[C@H](C)[C@@H]1[C@@H]2N(C(=C([C@@H]2C)C2=CN3C(S2)=CN=C3C)C(=O)O)C1=O ((1S,5R,6S)-6-((1R)-1-hydroxyethyl)-1-methyl-2-(5-methylimidazo[5,1-b]thiazol-2-yl)-1-carbapen-2-em-3-carboxylic acid), O (water), C(O)([O-])=O.[Na+] (sodium hydrogen carbonate), C(C(C)(C)C)(=O)OCI (pivaloyloxymethyl iodide). Solvent: CN(C)C=O (DMF), C(C)(=O)OCC (ethyl acetate). Run at time 1.5 hour. Yields the product O[C@H](C)[C@@H]1[C@@H]2N(C(=C([C@@H]2C)C2=CN3C(S2)=CN=C3C)C(=O)OCOC(C(C)(C)C)=O)C1=O (pivaloyloxymethyl (1S,5R,6S)-6-((1R)-1-hydroxyethyl)-1-methyl-2-(5-methylimidazo[5,1-b]thiazol-2-yl)-1-carbapen-2-em-3-carboxylate). As a reaction SMILES: [OH:1][C@@H:2]([C@H:4]1[C:23](=[O:24])[N:6]2[C:7]([C:20]([OH:22])=[O:21])=[C:8]([C:11]3[S:15][C:14]4=[CH:16][N:17]=[C:18]([CH3:19])[N:13]4[CH:12]=3)[C@H:9]([CH3:10])[C@H:5]12)[CH3:3].O.C(=O)([O-])O.[Na+].[C:31]([O:37][CH2:38]I)(=[O:36])[C:32]([CH3:35])([CH3:34])[CH3:33]>CN(C=O)C.C(OCC)(=O)C>[OH:1][C@@H:2]([C@H:4]1[C:23](=[O:24])[N:6]2[C:7]([C:20]([O:22][CH2:38][O:37][C:31](=[O:36])[C:32]([CH3:35])([CH3:34])[CH3:33])=[O:21])=[C:8]([C:11]3[S:15][C:14]4=[CH:16][N:17]=[C:18]([CH3:19])[N:13]4[CH:12]=3)[C@H:9]([CH3:10])[C@H:5]12)[CH3:3] |f:2.3|. Procedure: To a solution of 46.8 mg of (1S,5R,6S)-6-((1R)-1-hydroxyethyl)-1-methyl-2-(5-methylimidazo[5,1-b]thiazol-2-yl)-1-carbapen-2-em-3-carboxylic acid 5 ml of water was added 134 ml of a 0.1 N aqueous sodium hydrogen carbonate solution. The mixture was lyophilized, dissolved in 1 ml of DMF, added with 0.034 ml of pivaloyloxymethyl iodide under the atmosphere of argon at −30° C., and stirred at the same temperature for 1.5 hours. The reaction mixture was diluted with 50 ml of ethyl acetate, and washed ... Reactants: COc1ccc(Br)cc1, O=C([O-])[O-], CC(C)CCn1cc(B2OC(C)(C)C(C)(C)O2)cn1, [K+], [K+], C1CCOC1, O. Yields the product COc1ccc(-c2cnn(CCC(C)C)c2)cc1. As a reaction SMILES: [Br:1][c:2]1[cH:3][cH:4][c:5]([O:8][CH3:9])[cH:6][cH:7]1.[C:29](=[O:30])([O-:31])[O-:32].[CH3:10][CH:11]([CH2:12][CH2:13][n:14]1[n:15][cH:16][c:17]([B:19]2[O:20][C:21]([CH3:22])([CH3:23])[C:24]([CH3:25])([CH3:26])[O:27]2)[cH:18]1)[CH3:28].[K+:33].[K+:34].[O:36]1[CH2:37][CH2:38][CH2:39][CH2:40]1.[OH2:35]>>[c:2]1(-[c:17]2[cH:16][n:15][n:14]([CH2:13][CH2:12][CH:11]([CH3:10])[CH3:28])[cH:18]2)[cH:3][cH:4][c:5]([O:8][CH3:9])[cH:6][cH:7]1.